This data is from the Open Reaction Database (ORD), a public repository of structured organic reaction records. The task is: describe an organic reaction: reactants, conditions, products, and yield Starting materials: C1(CCCCC1)C1CNC(C2=CC=CC=C12)=O (4-cyclohexyl-3,4-dihydro-2H-isoquinoline-1-one), CO (methanol). The solvent is C(Cl)(Cl)Cl (chloroform). Reaction conditions: time 75 minute. The product is C1(CCCCC1)C1=CNC(C2=CC=CC=C12)=O (4-Cyclohexyl-2H-isoquinoline-1-one). As a reaction SMILES: [CH:1]1([CH:7]2[C:16]3[C:11](=[CH:12][CH:13]=[CH:14][CH:15]=3)[C:10](=[O:17])[NH:9][CH2:8]2)[CH2:6][CH2:5][CH2:4][CH2:3][CH2:2]1.CO>C(Cl)(Cl)Cl>[CH:1]1([C:7]2[C:16]3[C:11](=[CH:12][CH:13]=[CH:14][CH:15]=3)[C:10](=[O:17])[NH:9][CH:8]=2)[CH2:2][CH2:3][CH2:4][CH2:5][CH2:6]1. Reported procedure: 50 g of 4-cyclohexyl-3,4-dihydro-2H-isoquinoline-1-one and 20 l g of methanol-wet 30% Pd/C were heated while to 220° C in a stream of argon. Thin-layer chromatographic analysis revealed that the reaction was practically completed after 75 minutes. The product was dissolved in chloroform, the catalyst was separated and the organic phase was evaporated. After recrystallization from acetone, colorless crystals were obtained. M.p. 111° to 112° C Reactants: CO, [H][H], FCCCCCCCCC#CCCOC1CCCCO1, [Pd], c1ccc2ncccc2c1. Yields the product FCCCCCCCCC=CCCOC1CCCCO1. Reaction SMILES: [CH3:33][OH:34].[H:31][H:32].[O:1]1[CH:2]([O:7][CH2:8][CH2:9][C:10]#[C:11][CH2:12][CH2:13][CH2:14][CH2:15][CH2:16][CH2:17][CH2:18][CH2:19][F:20])[CH2:3][CH2:4][CH2:5][CH2:6]1.[Pd:35].[cH:21]1[cH:22][c:23]2[c:24]([n:25][cH:26][cH:27][cH:28]2)[cH:29][cH:30]1>>[O:1]1[CH:2]([O:7][CH2:8][CH2:9][CH:10]=[CH:11][CH2:12][CH2:13][CH2:14][CH2:15][CH2:16][CH2:17][CH2:18][CH2:19][F:20])[CH2:3][CH2:4][CH2:5][CH2:6]1. Product: CCc1ccc(C2=CCC(C)(C)c3ccc(C#Cc4ccc(C(=O)O)cc4)cc32)cc1. RXN SMILES: [CH2:40]1[O:41][CH2:42][CH2:43][CH2:44]1.[CH3:1][C:2]1([CH3:33])[c:3]2[cH:4][cH:5][c:6]([C:20]#[C:21][c:22]3[cH:23][cH:24][c:25]([C:26](=[O:27])[O:28][CH2:29][CH3:30])[cH:31][cH:32]3)[cH:7][c:8]2[C:9]([c:12]2[cH:13][cH:14][c:15]([CH2:18][CH3:19])[cH:16][cH:17]2)=[CH:10][CH2:11]1.[CH3:37][CH2:38][OH:39].[ClH:36].[Na+:35].[OH-:34]>>[CH3:1][C:2]1([CH3:33])[c:3]2[cH:4][cH:5][c:6]([C:20]#[C:21][c:22]3[cH:23][cH:24][c:25]([C:26](=[O:27])[OH:28])[cH:31][cH:32]3)[cH:7][c:8]2[C:9]([c:12]2[cH:13][cH:14][c:15]([CH2:18][CH3:19])[cH:16][cH:17]2)=[CH:10][CH2:11]1. Starting materials: C1CCOC1, CCOC(=O)c1ccc(C#Cc2ccc3c(c2)C(c2ccc(CC)cc2)=CCC3(C)C)cc1, CCO, Cl, [Na+], [OH-]. The reactants are BrCCCCl (3-bromo-1-chloropropane), C(C=C)Cl (allyl chloride). The solvent is C1CCCCC1 (cyclohexane). Yields the product BrCCCCl (3-bromo-1-chloropropane), BrC(CCl)C (2-bromo-1-chloropropane). Isolated yield 3.0%. RXN SMILES: [Br:1][CH2:2][CH2:3][CH2:4][Cl:5].[CH2:6]([Cl:9])[CH:7]=[CH2:8]>C1CCCCC1>[Br:1][CH2:2][CH2:3][CH2:4][Cl:5].[Br:1][CH:7]([CH3:8])[CH2:6][Cl:9]. Reported procedure: The same process as in example 2 was carried out, but the cyclohexane was replaced by 3-bromo-1-chloropropane. The reaction developed in the same way. After 30 minutes of irradiation at 22° C, 90% of allyl chloride had been converted. The reaction product was degassed and the unreacted allyl chloride was distilled. The remaining product was formed by 3-bromo-1-chloropropane (solvent + formed product) and about 3% of 2-bromo-1-chloropropane. This operation has the advantage of making the solvent ... Reactants: C1(=CC=CC=C1)N1NC=2CCCCC2C1=O (2-phenyl-1,2,4,5,6,7-hexahydro-indazol-3-one), ICC (iodoethane). Solvent: CN(C)C=O (DMF). Conditions: temperature 100 celsius. The product is C(C)N1N(C(C=2CCCCC12)=O)C1=CC=CC=C1 (1-ethyl-2-phenyl-1,2,4,5,6,7-hexahydro-indazol-3-one). As a reaction SMILES: [C:1]1([N:7]2[C:15](=[O:16])[C:14]3[CH2:13][CH2:12][CH2:11][CH2:10][C:9]=3[NH:8]2)[CH:6]=[CH:5][CH:4]=[CH:3][CH:2]=1.I[CH2:18][CH3:19]>CN(C=O)C>[CH2:18]([N:8]1[C:9]2[CH2:10][CH2:11][CH2:12][CH2:13][C:14]=2[C:15](=[O:16])[N:7]1[C:1]1[CH:2]=[CH:3][CH:4]=[CH:5][CH:6]=1)[CH3:19]. Reported procedure: To a solution of 2-phenyl-1,2,4,5,6,7-hexahydro-indazol-3-one (0.1 g) in DMF (1 mL) was added iodoethane (0.073 mL) and the mixture was placed into a pressure bomb and sealed. The reaction vessel was then heated in an oil bath to 100° C. over three days. The reaction vessel was then cooled and the DMF was evaporated in vacuo. The residue was dissolved in EtOAc and saturated and washed with saturated sodium bicarbonate solution. The phases were separated and the aqueous solution was extracted wit... The reactants are [BH3-]C#N, ClCCl, [Cl-], Cl, [I-], [I-], [NH4+], [Na+], [Zn+2], O=Cc1c[nH]c2ccc(Nc3ncnc4cc(-c5ccccc5)sc34)cc12. Product: Cc1c[nH]c2ccc(Nc3ncnc4cc(-c5ccccc5)sc34)cc12. As a reaction SMILES: [C:28]([BH3-:29])#[N:30].[CH2:35]([Cl:36])[Cl:37].[Cl-:32].[ClH:34].[I-:38].[I-:40].[NH4+:33].[Na+:31].[Zn+2:39].[c:1]1(-[c:7]2[cH:8][c:9]3[n:10][cH:11][n:12][c:13]([NH:16][c:17]4[cH:18][c:19]5[c:20]([CH:26]=[O:27])[cH:21][nH:22][c:23]5[cH:24][cH:25]4)[c:14]3[s:15]2)[cH:2][cH:3][cH:4][cH:5][cH:6]1>>[c:1]1(-[c:7]2[cH:8][c:9]3[n:10][cH:11][n:12][c:13]([NH:16][c:17]4[cH:18][c:19]5[c:20]([CH3:26])[cH:21][nH:22][c:23]5[cH:24][cH:25]4)[c:14]3[s:15]2)[cH:2][cH:3][cH:4][cH:5][cH:6]1. As a reaction SMILES: [CH3:22][OH:23].[F:1][C:2]([F:3])([F:4])[C:20]([N:5]([CH2:6][CH2:7][CH3:8])[CH:9]1[CH2:10][c:11]2[cH:12][c:13]([OH:19])[cH:14][cH:15][c:16]2[CH2:17][CH2:18]1)=[O:21].[Na+:25].[OH-:24]>>[NH:5]([CH2:6][CH2:7][CH3:8])[CH:9]1[CH2:10][c:11]2[cH:12][c:13]([OH:19])[cH:14][cH:15][c:16]2[CH2:17][CH2:18]1. The reactants are CO, CCCN(C(=O)C(F)(F)F)C1CCc2ccc(O)cc2C1, [Na+], [OH-]. The product is CCCNC1CCc2ccc(O)cc2C1.